From a dataset of the Open Reaction Database (ORD), a public repository of structured organic reaction records. describe an organic reaction: reactants, conditions, products, and yield The reactants are COC1=CC=C(C=C1)C(C)=O (4'-methoxyacetophenone), C[Si](C)(C)[N-][Si](C)(C)C.[Li+] (lithium bis(trimethylsilyl)amide), Cl[Si](C)(C)C (chlorotrimethylsilane), diethyl ester, C1(=CC=CC=C1)CSC(C(=O)O)C(=O)O ([(phenylmethyl)thio]propanedioic acid). The solvent is C1CCOC1 (THF). Yields the product OC1=C(C(OC(=C1)C1=CC=C(C=C1)OC)=O)SCC1=CC=CC=C1 (4-Hydroxy-6-(4-methoxyphenyl)-3-[(phenylmethyl)thio]-2H-pyran-2-one). RXN SMILES: [CH3:1][O:2][C:3]1[CH:8]=[CH:7][C:6]([C:9](=[O:11])[CH3:10])=[CH:5][CH:4]=1.C[Si]([N-][Si](C)(C)C)(C)C.[Li+].Cl[Si](C)(C)C.[C:27]1([CH2:33][S:34][CH:35]([C:39](O)=[O:40])[C:36](O)=[O:37])[CH:32]=[CH:31][CH:30]=[CH:29][CH:28]=1>C1COCC1>[OH:40][C:39]1[CH:10]=[C:9]([C:6]2[CH:7]=[CH:8][C:3]([O:2][CH3:1])=[CH:4][CH:5]=2)[O:11][C:36](=[O:37])[C:35]=1[S:34][CH2:33][C:27]1[CH:32]=[CH:31][CH:30]=[CH:29][CH:28]=1 |f:1.2|. Procedure: The title compound was prepared by Method A using 4'-methoxyacetophenone (0.797 g, 5.31 mmol), lithium bis(trimethylsilyl)amide (0.977 g, 5.84 mmol), chlorotrimethylsilane (0.741 mL, 5.84 mmol), THF (58 mL), and diethyl ester of [(phenylmethyl)thio]propanedioic acid (1.00 g, 3.54 mmol). m.p. dec. 187° C.; 1H NMR (400 MHz, DMSO-d6) δ3.83 (s, 3 H), 3.98 (s, 2 H), 6.62 (s, 1 H), 7.06 (m, 2 H), 7.22 (m, 5 H), 7.73 (m, 2 H), 11.76 (bs, 1 H).